From a dataset of the Open Reaction Database (ORD), a public repository of structured organic reaction records. describe an organic reaction: reactants, conditions, products, and yield The reactants are CS(C)=O, Cc1c(O)cccc1O, [Na+], CN(C)C=O, [OH-], O=P(Cl)(Cl)Cl. Yields the product Cc1c(O)ccc(C=O)c1O. Reaction SMILES: [CH3:15][S:16]([CH3:17])=[O:18].[CH3:6][c:7]1[c:8]([OH:9])[cH:10][cH:11][cH:12][c:13]1[OH:14].[Na+:25].[O:19]=[CH:20][N:21]([CH3:22])[CH3:23].[OH-:24].[P:1]([Cl:2])([Cl:3])([Cl:4])=[O:5]>>[CH3:6][c:7]1[c:8]([OH:9])[c:10]([CH:20]=[O:19])[cH:11][cH:12][c:13]1[OH:14]. Starting materials: [OH-].[Na+] (NaOH), ClC(=O)OC (Methyl chloroformate), N[C@@H](CC(C)C)C(=O)O (L-Leucine), C([O-])([O-])=O.[Na+].[Na+] (sodium carbonate). Conditions: temperature 0 celsius, time 15 hour. Product: COC(=O)N[C@H](C(=O)O)CC(C)C ((S)-2-(methoxycarbonylamino)-4-methylpentanoic acid). RXN SMILES: [OH-].[Na+].[NH2:3][C@H:4]([C:9]([OH:11])=[O:10])[CH2:5][CH:6]([CH3:8])[CH3:7].C(=O)([O-])[O-].[Na+].[Na+].Cl[C:19]([O:21][CH3:22])=[O:20]>>[CH3:22][O:21][C:19]([NH:3][C@@H:4]([CH2:5][CH:6]([CH3:8])[CH3:7])[C:9]([OH:11])=[O:10])=[O:20] |f:0.1,3.4.5|. Reported procedure: An aqueous NaOH (1M, 2.6 mL) solution is added, while stirring, to L-Leucine (4 g, 30.5 mmol) in a round bottom flask (250 mL). To this solution was added sodium carbonate (1.62 g, 15.2 mmol). The flask is cooled to 0° C. in an ice-water bath. Methyl chloroformate (2.6 mL, 33.5 mmol) is added drop wise and the reaction mixture is allowed to stir for 15 hours and reach room temperature. The reaction mixture is separated with ether (3×50 mL), and the aqueous layer is contained in a round bottom fl...